The task is: describe an organic reaction: reactants, conditions, products, and yield. This data is from the Open Reaction Database (ORD), a public repository of structured organic reaction records. The reactants are CCOC(=O)c1ccc(-c2n[nH]c3ccccc23)o1, CC(C)(C)[O-], ClCc1ccc(Cl)s1, [K+], CN(C)C=O. Product: CCOC(=O)c1ccc(-c2nn(Cc3ccc(Cl)s3)c3ccccc23)o1. As a reaction SMILES: [CH2:1]([CH3:2])[O:3][C:4](=[O:5])[c:6]1[cH:7][cH:8][c:9](-[c:11]2[n:12][nH:13][c:14]3[cH:15][cH:16][cH:17][cH:18][c:19]23)[o:10]1.[CH3:20][C:21]([CH3:22])([O-:23])[CH3:24].[Cl:26][c:27]1[s:28][c:29]([CH2:32][Cl:33])[cH:30][cH:31]1.[K+:25].[O:34]=[CH:35][N:36]([CH3:37])[CH3:38]>>[CH2:1]([CH3:2])[O:3][C:4](=[O:5])[c:6]1[cH:7][cH:8][c:9](-[c:11]2[n:12][n:13]([CH2:32][c:29]3[s:28][c:27]([Cl:26])[cH:31][cH:30]3)[c:14]3[cH:15][cH:16][cH:17][cH:18][c:19]23)[o:10]1. The reactants are CO, CCCNCc1cc(Oc2cccc(C#N)c2)ccc1[N+](=O)[O-], c1ccsc1. The product is CCCNCc1cc(Oc2cccc(C#N)c2)ccc1N. Reaction SMILES: [CH3:29][OH:30].[N+:1]([O-:2])(=[O:3])[c:4]1[c:5]([CH2:19][NH:20][CH2:21][CH2:22][CH3:23])[cH:6][c:7]([O:8][c:9]2[cH:10][c:11]([C:12]#[N:13])[cH:14][cH:15][cH:16]2)[cH:17][cH:18]1.[cH:24]1[cH:25][s:26][cH:27][cH:28]1>>[NH2:1][c:4]1[c:5]([CH2:19][NH:20][CH2:21][CH2:22][CH3:23])[cH:6][c:7]([O:8][c:9]2[cH:10][c:11]([C:12]#[N:13])[cH:14][cH:15][cH:16]2)[cH:17][cH:18]1. The reactants are CC=1C(=NC=CN1)C(=O)O (3-methylpyrazine-2-carboxylic acid), CO (MeOH), S(O)(O)(=O)=O (sulfuric acid). Conditions: temperature 80 celsius. Product: CC=1C(=NC=CN1)C(=O)OC (Methyl 3-methylpyrazine-2-carboxylate). The yield is 73.0%. As a reaction SMILES: [CH3:1][C:2]1[C:3]([C:8]([OH:10])=[O:9])=[N:4][CH:5]=[CH:6][N:7]=1.S(=O)(=O)(O)O.[CH3:16]O>>[CH3:1][C:2]1[C:3]([C:8]([O:10][CH3:16])=[O:9])=[N:4][CH:5]=[CH:6][N:7]=1. Procedure: In a 2-L flask, 3-methylpyrazine-2-carboxylic acid (Matrix, 19.95 g, 144 mmol) was suspended in MeOH (500 mL). The suspension was cooled in an ice-water bath, and concentrated sulfuric acid (Fluka, 27.3 mL, 506 mmol) was added over a time period of 5 min. The reaction mixture was heated to 80° C. for 5 h. The reaction mixture was concentrated under reduced pressure and the residue was taken up in DCM (750 mL). The excess acid was neutralized carefully with aqueous NaOH (5M, 200 mL). The aqueous ...